Dataset: the Open Reaction Database (ORD), a public repository of structured organic reaction records. Task: describe an organic reaction: reactants, conditions, products, and yield Reactants: [H-].[Na+] (sodium hydride), CC1(OCC(O1)CO)C (2,2-dimethyl-[1,3]dioxolane-4-methanol), ClCC(CC(=O)OCC)=O (ethyl 4-chloroacetoacetate). Run in O1CCCC1 (tetrahydrofuran), O1CCCC1 (tetrahydrofuran), O1CCCC1 (tetrahydrofuran). Conditions: time 20 hour. The product is 2L, C(C)OC(CC(COCC1OC(OC1)(C)C)=O)=O (4-(2,2-Dimethyl-[1,3]dioxolan-4-ylmethoxy)-3-oxo-butyric acid ethyl ester). Yield: 50.1%. Reaction SMILES: [H-].[Na+].[CH3:3][C:4]1([CH3:11])[O:8][CH:7]([CH2:9][OH:10])[CH2:6][O:5]1.Cl[CH2:13][C:14](=[O:21])[CH2:15][C:16]([O:18][CH2:19][CH3:20])=[O:17]>O1CCCC1>[CH2:19]([O:18][C:16](=[O:17])[CH2:15][C:14](=[O:21])[CH2:13][O:10][CH2:9][CH:7]1[CH2:6][O:5][C:4]([CH3:11])([CH3:3])[O:8]1)[CH3:20] |f:0.1|. Reported procedure: To a suspension of sodium hydride (55 g, 60% dispersion in oil) in tetrahydrofuran (1L) under a nitrogen atmosphere was added a solution of 2,2-dimethyl-[1,3]dioxolane-4-methanol (XV, 102.4 g) in tetrahydrofuran (250 mL) over 15 min at room temperature. The resulting mixture was cooled in an ice bath and a solution of ethyl 4-chloroacetoacetate (VIII, 102.9 g) in tetrahydrofuran (250 mL) was added dropwise over a period of 1 h. The reaction mixture was stirred at room temperature for 20 h. The r... Reactants: C(C1=CC=CC=C1)[C@H]1N(C(OC1)=O)C(CC)=O ((4R)-4-benzyl-3-propionyl-1,3-oxazolidin-2-one), C[Si]([N-][Si](C)(C)C)(C)C.[Na+] (sodium hexamethyldisilazide), O1CCCC1 (tetrahydrofuran), O1CCCC1 (tetrahydrofuran), [Cl-].[NH4+] (ammonium chloride), ClC(C1=CC=CC=C1)Br (chlorobenzyl bromide). Conditions: time 1 hour. Yields the product C(C1=CC=CC=C1)[C@H]1N(C(OC1)=O)C([C@H](CC1=CC=C(C=C1)Cl)C)=O ((4R)-4-benzyl-3-[(2S)-3-(4-chlorophenyl)-2-methylpropanoyl]-1,3-oxazolidin-2-one). RXN SMILES: [CH2:1]([C@@H:8]1[CH2:12][O:11][C:10](=[O:13])N1C(=O)CC)[C:2]1[CH:7]=[CH:6][CH:5]=[CH:4][CH:3]=1.C[Si](C)(C)[N-][Si](C)(C)C.[Na+].Cl[CH:29](Br)[C:30]1[CH:35]=[CH:34][CH:33]=[CH:32][CH:31]=1.[Cl-:37].[NH4+:38].[O:39]1C[CH2:42][CH2:41][CH2:40]1>>[CH2:1]([C@@H:8]1[CH2:12][O:11][C:10](=[O:13])[N:38]1[C:40](=[O:39])[C@@H:41]([CH3:42])[CH2:29][C:30]1[CH:35]=[CH:34][C:33]([Cl:37])=[CH:32][CH:31]=1)[C:2]1[CH:3]=[CH:4][CH:5]=[CH:6][CH:7]=1 |f:1.2,4.5|. Procedure: To a solution of the compound (10 g) prepared in Example 16 in tetrahydrofuran (80 mL), a solution of sodium hexamethyldisilazide in tetrahydrofuran (1M, 49.3 mL) was dropped at −78° C., followed by stirring for 1 hour. Then, chlorobenzyl bromide (10.6 g) was dropped thereto, followed by stirring at −78° C. for 7 hours. The reaction mixture was added with a saturated aqueous ammonium chloride solution and the mixture was extracted with ethyl acetate. The organic layer was washed with brine, drie... Reactants: CO, CS(=O)(=O)c1ccc(C(=CC2CCCC2)c2cc3cc(C(F)(F)F)cnc3[nH]2)cc1, [H][H]. Reaction SMILES: [CH3:33][OH:34].[CH:1]1([CH:6]=[C:7]([c:8]2[cH:9][cH:10][c:11]([S:14](=[O:15])(=[O:16])[CH3:17])[cH:12][cH:13]2)[c:18]2[cH:19][c:20]3[c:21]([n:22][cH:23][c:24]([C:26]([F:27])([F:28])[F:29])[cH:25]3)[nH:30]2)[CH2:2][CH2:3][CH2:4][CH2:5]1.[H:31][H:32]>>[CH:1]1([CH2:6][CH:7]([c:8]2[cH:9][cH:10][c:11]([S:14](=[O:15])(=[O:16])[CH3:17])[cH:12][cH:13]2)[c:18]2[cH:19][c:20]3[c:21]([n:22][cH:23][c:24]([C:26]([F:27])([F:28])[F:29])[cH:25]3)[nH:30]2)[CH2:2][CH2:3][CH2:4][CH2:5]1. Yields the product CS(=O)(=O)c1ccc(C(CC2CCCC2)c2cc3cc(C(F)(F)F)cnc3[nH]2)cc1. Reactants: C1(CCCCC1)=O (cyclohexanone), C(C=C)#N (acrylonitrile), C1(CCCCC1)N (cyclohexylamine), C1(O)=CC=C(O)C=C1 (hydroquinone). Run in C(C)(=O)O (acetic acid). Run at temperature 130 celsius, time 2 hour. Yields the product C1C(CCCC1)C(=O)CCC#N (3- (2-cyclohexanoyl )propionitrile). RXN SMILES: [C:1]1(=O)[CH2:6][CH2:5][CH2:4][CH2:3][CH2:2]1.[C:8](#[N:11])[CH:9]=[CH2:10].C1(N)CCCCC1.[C:19]1(C=CC(O)=CC=1)[OH:20]>C(O)(=O)C>[CH2:2]1[CH2:3][CH2:4][CH2:5][CH2:6][CH:1]1[C:19]([CH2:10][CH2:9][C:8]#[N:11])=[O:20]. Reported procedure: A reactor is loaded with 980 g of cyclohexanone, 22 g of acrylonitrile, 18 g of glacial acetic acid, 40 g of cyclohexylamine and 11 g of hydroquinone. The reaction mixture is slowly raised to 130° C. and then kept at this temperature for 2 hours. The reaction product is cooled to 25° C., the catalyst is filtered out and distillation is performed, collecting 552 g of 3-(2-cyclohexanoly)propionitrile (b.p. 113-116° C./4 mm Hg).